Dataset: the Open Reaction Database (ORD), a public repository of structured organic reaction records. Task: describe an organic reaction: reactants, conditions, products, and yield Reactants: O=C([O-])O, COCCOC, CCOC(=O)CC(=O)c1cccc(Cl)n1, FC(F)(F)c1ccc(CBr)cc1, [H-], [Na+], [Na+], O. The product is CCOC(=O)C(Cc1ccc(C(F)(F)F)cc1)C(=O)c1cccc(Cl)n1. Reaction SMILES: [C:30](=[O:31])([O-:32])[OH:33].[CH3:35][O:36][CH2:37][CH2:38][O:39][CH3:40].[Cl:1][c:2]1[cH:3][cH:4][cH:5][c:6]([C:8]([CH2:9][C:10](=[O:11])[O:12][CH2:13][CH3:14])=[O:15])[n:7]1.[F:18][C:19]([c:20]1[cH:21][cH:22][c:23]([CH2:24][Br:25])[cH:26][cH:27]1)([F:28])[F:29].[H-:16].[Na+:17].[Na+:34].[OH2:41]>>[Cl:1][c:2]1[cH:3][cH:4][cH:5][c:6]([C:8]([CH:9]([C:10](=[O:11])[O:12][CH2:13][CH3:14])[CH2:24][c:23]2[cH:22][cH:21][c:20]([C:19]([F:18])([F:28])[F:29])[cH:27][cH:26]2)=[O:15])[n:7]1. The reactants are N1(CCOCC1)C1=NC(=NC(=N1)N1CCOCC1)C1=CC=C(N)C=C1 (4-(4,6-dimorpholin-4-yl-1,3,5-triazin-2-yl)aniline), N1=CC(=CC=C1)N=C=O (3-pyridyl isocyanate). Product: N1(CCOCC1)C1=NC(=NC(=N1)N1CCOCC1)C1=CC=C(C=C1)NC(=O)NC=1C=NC=CC1 (1-[4-(4,6-dimorpholin-4-yl-1,3,5-triazin-2-yl)phenyl]-3-pyridin-3-ylurea). Reaction SMILES: [N:1]1([C:7]2[N:12]=[C:11]([N:13]3[CH2:18][CH2:17][O:16][CH2:15][CH2:14]3)[N:10]=[C:9]([C:19]3[CH:25]=[CH:24][C:22]([NH2:23])=[CH:21][CH:20]=3)[N:8]=2)[CH2:6][CH2:5][O:4][CH2:3][CH2:2]1.[N:26]1[CH:31]=[CH:30][CH:29]=[C:28]([N:32]=[C:33]=[O:34])[CH:27]=1>>[N:1]1([C:7]2[N:12]=[C:11]([N:13]3[CH2:18][CH2:17][O:16][CH2:15][CH2:14]3)[N:10]=[C:9]([C:19]3[CH:25]=[CH:24][C:22]([NH:23][C:33]([NH:32][C:28]4[CH:27]=[N:26][CH:31]=[CH:30][CH:29]=4)=[O:34])=[CH:21][CH:20]=3)[N:8]=2)[CH2:2][CH2:3][O:4][CH2:5][CH2:6]1. Reported procedure: Starting from 4-(4,6-dimorpholin-4-yl-1,3,5-triazin-2-yl)aniline (0.08 g 0.23 mmoles) and 3-pyridyl isocyanate (30 mg, 0.25 mmoles) the title compound was isolated as a white solid. The product was purified by Silica gel column chromatography by eluting it with 10% MeOH: ethyl acetate. Yield; 60 mg (56%); (M+H)=463.5. The reactants are C(C(=O)Cl)(=O)Cl (oxalyl chloride), BrC1=CC=C(C=N1)CCC(C(=O)O)(S(=O)(=O)C)C (4-(6-bromopyridin-3-yl)-2-methyl-2-(methylsulfonyl)butanoic acid), CO (Methanol), C[Si](ON)(C)C (O-(trimethylsilyl)hydroxylamine). Reagents/catalysts: CN(C)C=O (DMF). Run in ClCCl (dichloromethane), O (water). Reaction conditions: time 8 hour. Product: BrC1=CC=C(C=N1)CCC(C(=O)NO)(S(=O)(=O)C)C (4-(6-Bromopyridin-3-yl)-N-hydroxy-2-methyl-2-(methylsulfonyl)butanamide). Isolated yield 91.6%. Reaction SMILES: C(Cl)(=O)C(Cl)=O.[Br:7][C:8]1[N:13]=[CH:12][C:11]([CH2:14][CH2:15][C:16]([CH3:24])([S:20]([CH3:23])(=[O:22])=[O:21])[C:17](O)=[O:18])=[CH:10][CH:9]=1.C[Si](C)(C)[O:27][NH2:28].CO>ClCCl.O.CN(C=O)C>[Br:7][C:8]1[N:13]=[CH:12][C:11]([CH2:14][CH2:15][C:16]([CH3:24])([S:20]([CH3:23])(=[O:22])=[O:21])[C:17]([NH:28][OH:27])=[O:18])=[CH:10][CH:9]=1. Procedure: DMF (1.6 uL, 0.02 mmol, 0.01 equiv) was added to a solution of oxalyl chloride (1.0 mL, 2.07 mmol, 1.0 equiv) and 4-(6-bromopyridin-3-yl)-2-methyl-2-(methylsulfonyl)butanoic acid (695 mg, 2.07 mmol, 1.0 equiv) in dichloromethane (20 mL) at room temperature. After 10 min (gas evolution subsided), O-(trimethylsilyl)hydroxylamine (843 uL, 6.2 mmol, 3.0 equiv) was added and the reaction was allowed to stir overnight. Methanol (8.8 mL) was added, and the reaction was allowed stir for an additional ho... Reactants: C1CCOC1, CO, CC(=O)O, O=C(O)C=Cc1ccc(-c2ccc(OC(F)(F)F)cc2)s1. The product is O=C(O)CCc1ccc(-c2ccc(OC(F)(F)F)cc2)s1. RXN SMILES: [CH2:28]1[O:29][CH2:30][CH2:31][CH2:32]1.[CH3:22][OH:23].[CH3:24][C:25](=[O:26])[OH:27].[F:1][C:2]([O:3][c:4]1[cH:5][cH:6][c:7](-[c:10]2[cH:11][cH:12][c:13]([CH:15]=[CH:16][C:17](=[O:18])[OH:19])[s:14]2)[cH:8][cH:9]1)([F:20])[F:21]>>[F:1][C:2]([O:3][c:4]1[cH:5][cH:6][c:7](-[c:10]2[cH:11][cH:12][c:13]([CH2:15][CH2:16][C:17](=[O:18])[OH:19])[s:14]2)[cH:8][cH:9]1)([F:20])[F:21]. Reactants: N1(CCCCCCC1)C1=C(C=C(CN)C=C1)F (4-(1-azocanyl)-3-fluorobenzylamine), N(=C=O)C1=C2C=C(N=CC2=CC=C1)C (5-isocyanato-3-methylisoquinoline), N(=C=O)C1=C2C=CN=CC2=CC=C1 (5-isocyanatoisoquinoline). The product is N1(CCCCCCC1)C1=C(C=C(CNC(=O)NC2=C3C=C(N=CC3=CC=C2)C)C=C1)F (N-[4-(1-azocanyl)-3-fluorobenzyl]-N′-(3-methyl-5-isoquinolinyl)urea). RXN SMILES: [N:1]1([C:9]2[CH:16]=[CH:15][C:12]([CH2:13][NH2:14])=[CH:11][C:10]=2[F:17])[CH2:8][CH2:7][CH2:6][CH2:5][CH2:4][CH2:3][CH2:2]1.[N:18]([C:21]1[CH:30]=[CH:29][CH:28]=[C:27]2[C:22]=1[CH:23]=[C:24]([CH3:31])[N:25]=[CH:26]2)=[C:19]=[O:20].N(C1C=CC=C2C=1C=CN=C2)=C=O>>[N:1]1([C:9]2[CH:16]=[CH:15][C:12]([CH2:13][NH:14][C:19]([NH:18][C:21]3[CH:30]=[CH:29][CH:28]=[C:27]4[C:22]=3[CH:23]=[C:24]([CH3:31])[N:25]=[CH:26]4)=[O:20])=[CH:11][C:10]=2[F:17])[CH2:8][CH2:7][CH2:6][CH2:5][CH2:4][CH2:3][CH2:2]1. Procedure details: The title compound was prepared using the procedure described in Example 61B using 4-(1-azocanyl)-3-fluorobenzylamine and the product from Example 154A instead of 4-cyanobenzyl alcohol and the product from Example 61A. 1H NMR (300 MHz, DMSO-d6) δ 9.70 (s, 1H), 9.37 (s, 1H), 8.56 (m, 2H), 8.01 (d, 1H, J=8.4 Hz), 7.81 (t, 1H, J=8.4 Hz), 7.45 (t, 1H), 7.02 (m, 2H), 6.90 (m, 1H), 4.25 (d, 2H, J=6 Hz), 3.35 (m, 4H), 2.77 (s, 3H), 1.67 (m, 4H), 1.54 (m, 6H); MS (ESI) 421 (M+H)+; Anal. Calcd for C25H29... Starting materials: FCON (fluoromethoxyamine), NC1=NC(=NS1)C(C(=O)O)=O (2-(5-amino-1,2,4-thiadiazol-3-yl)-2-oxoacetic acid), [OH-].[Na+] (sodium hydroxide), aqueous solution. The solvent is C(C)O (ethanol), O (water). Conditions: time 8 hour. The product is NC1=NC(=NS1)/C(/C(=O)O)=N/OCF (2-(5-Amino-1,2,4-Thiadiazol-3-yl)-(Z)-2-Fluoromethoxyiminoacetic Acid). The yield is 29.9%. Reaction SMILES: [F:1][CH2:2][O:3][NH2:4].[NH2:5][C:6]1[S:10][N:9]=[C:8]([C:11](=O)[C:12]([OH:14])=[O:13])[N:7]=1.[OH-].[Na+]>C(O)C.O>[NH2:5][C:6]1[S:10][N:9]=[C:8](/[C:11](=[N:4]/[O:3][CH2:2][F:1])/[C:12]([OH:14])=[O:13])[N:7]=1 |f:2.3|. Procedure: To a mixture of a solution of fluoromethoxyamine (0.58 g) in ethanol (25 ml) and water (0.45 ml), 2-(5-amino-1,2,4-thiadiazol-3-yl)-2-oxoacetic acid (1 g) was added. After adjusting the pH of the resulting mixture to 4-5 with a 10% aqueous solution of sodium hydroxide, the mixture was stirred overnight at room temperature. The solvent was distilled off under reduced pressure, water (20 ml) and sodium chloride (10 g) were added, and the pH of the solution was adjusted to 1 with concentrated hydro... Reactants: C1CCOC1, CC(C)C[AlH]CC(C)C, COC(=O)c1cc(Cl)c(Oc2ccc(OC)c(C(C)C)c2)c(Cl)c1. Product: COc1ccc(Oc2c(Cl)cc(CO)cc2Cl)cc1C(C)C. RXN SMILES: [CH2:34]1[O:35][CH2:36][CH2:37][CH2:38]1.[CH3:25][CH:26]([CH2:27][AlH:28][CH2:29][CH:30]([CH3:31])[CH3:32])[CH3:33].[Cl:1][c:2]1[cH:3][c:4]([C:5](=[O:6])[O:7][CH3:8])[cH:9][c:10]([Cl:24])[c:11]1[O:12][c:13]1[cH:14][c:15]([CH:21]([CH3:22])[CH3:23])[c:16]([O:19][CH3:20])[cH:17][cH:18]1>>[Cl:1][c:2]1[cH:3][c:4]([CH2:5][OH:6])[cH:9][c:10]([Cl:24])[c:11]1[O:12][c:13]1[cH:14][c:15]([CH:21]([CH3:22])[CH3:23])[c:16]([O:19][CH3:20])[cH:17][cH:18]1. Reaction SMILES: [CH3:22][CH2:23][OH:24].[N:1](=[N+:2]=[N-:3])[CH2:4][CH:5]1[CH:6]([OH:21])[CH2:7][CH:8]([n:10]2[c:11](=[O:12])[nH:13][c:14](=[O:15])[c:16]([CH2:18][CH2:19][CH3:20])[cH:17]2)[O:9]1>>[NH2:1][CH2:4][CH:5]1[CH:6]([OH:21])[CH2:7][CH:8]([n:10]2[c:11](=[O:12])[nH:13][c:14](=[O:15])[c:16]([CH2:18][CH2:19][CH3:20])[cH:17]2)[O:9]1. Reactants: CCO, CCCc1cn(C2CC(O)C(CN=[N+]=[N-])O2)c(=O)[nH]c1=O. Product: CCCc1cn(C2CC(O)C(CN)O2)c(=O)[nH]c1=O. The yield is 76.9%. The reactants are COC1=CC=C(C=C1)N1CN(CN(C1)C1=CC=C(C=C1)OC)C1=CC=C(C=C1)OC (1,3,5-tris(p-methoxyphenyl)-hexahydro-s-triazine), [OH-].[Na+] (sodium hydroxide), ClC(=O)OC(Cl)(Cl)Cl (trichloromethyl chloroformate), C(C)(CC)NC(=S)NC(C)(C)C (1-s-butyl-3-t-butylthiourea). The product is C(C)(C)(C)N=C1SCN(C(N1C(C)CC)=O)C1=CC=C(C=C1)OC (2-t-butylimino-3-s-butyl-5-(p-methoxyphenyl)-tetrahydro-1,3,5-thiadiazin-4-one). As a reaction SMILES: [CH3:1][O:2][C:3]1[CH:8]=[CH:7][C:6]([N:9]2[CH2:14]N(C3C=CC(OC)=CC=3)CN(C3C=CC(OC)=CC=3)[CH2:10]2)=[CH:5][CH:4]=1.ClC(OC(Cl)(Cl)Cl)=[O:33].[CH:39]([NH:43][C:44]([NH:46][C:47]([CH3:50])([CH3:49])[CH3:48])=[S:45])([CH2:41][CH3:42])[CH3:40].[OH-].[Na+]>>[C:47]([N:46]=[C:44]1[N:43]([CH:39]([CH2:41][CH3:42])[CH3:40])[C:14](=[O:33])[N:9]([C:6]2[CH:5]=[CH:4][C:3]([O:2][CH3:1])=[CH:8][CH:7]=2)[CH2:10][S:45]1)([CH3:48])([CH3:50])[CH3:49] |f:3.4|. Procedure details: Similarly, 2.7 g (0.0067 mole) of 1,3,5-tris(p-methoxyphenyl)-hexahydro-s-triazine, 2.0 g (0.01 mole) of trichloromethyl chloroformate, 3.8 g (0.02 mole) of 1-s-butyl-3-t-butylthiourea, and 16 ml of a 10% sodium hydroxide solution were used to obtain 1.8 g (26% yield) of 2-t-butylimino-3-s-butyl-5-(p-methoxyphenyl)-tetrahydro-1,3,5-thiadiazin-4-one (compound No. 355) of the formula: ##STR156## as white crystals melting at 63° C. Starting materials: CC1(C)CC(O[Si](C)(C)C(C)(C)C)c2c(cc(C3CCCC3)c(C(O)c3ccc(C(F)(F)F)cc3)c2-c2ccc(F)cc2)O1, CCN(CC)S(F)(F)F, ClCCl, O. Yields the product CC1(C)CC(O[Si](C)(C)C(C)(C)C)c2c(cc(C3CCCC3)c(C(F)c3ccc(C(F)(F)F)cc3)c2-c2ccc(F)cc2)O1. RXN SMILES: [C:1]([CH3:2])([CH3:3])([CH3:4])[Si:5]([O:6][CH:7]1[CH2:8][C:9]([CH3:41])([CH3:42])[O:10][c:11]2[cH:12][c:13]([CH:36]3[CH2:37][CH2:38][CH2:39][CH2:40]3)[c:14]([CH:24]([OH:25])[c:26]3[cH:27][cH:28][c:29]([C:32]([F:33])([F:34])[F:35])[cH:30][cH:31]3)[c:15](-[c:17]3[cH:18][cH:19][c:20]([F:23])[cH:21][cH:22]3)[c:16]21)([CH3:43])[CH3:44].[CH2:45]([N:46]([S:47]([F:48])([F:49])[F:51])[CH2:50][CH3:52])[CH3:53].[Cl:55][CH2:56][Cl:57].[OH2:54]>>[C:1]([CH3:2])([CH3:3])([CH3:4])[Si:5]([O:6][CH:7]1[CH2:8][C:9]([CH3:41])([CH3:42])[O:10][c:11]2[cH:12][c:13]([CH:36]3[CH2:37][CH2:38][CH2:39][CH2:40]3)[c:14]([CH:24]([c:26]3[cH:27][cH:28][c:29]([C:32]([F:33])([F:34])[F:35])[cH:30][cH:31]3)[F:51])[c:15](-[c:17]3[cH:18][cH:19][c:20]([F:23])[cH:21][cH:22]3)[c:16]21)([CH3:43])[CH3:44].